describe an organic reaction: reactants, conditions, products, and yield From a dataset of the Open Reaction Database (ORD), a public repository of structured organic reaction records. Starting materials: OC1=C(C(=O)O)C=C(C=C1)O (2,5-Dihydroxybenzoic acid), S(O)(O)(=O)=O (sulphuric acid), C([O-])(O)=O.[Na+] (sodium bicarbonate). Solvent: CO (methanol). Product: OC1=C(C(=O)OC)C=C(C=C1)O (methyl 2,5-dihydroxybenzoate). RXN SMILES: [OH:1][C:2]1[CH:10]=[CH:9][C:8]([OH:11])=[CH:7][C:3]=1[C:4]([OH:6])=[O:5].S(=O)(=O)(O)O.[C:17](=O)(O)[O-].[Na+]>CO>[OH:1][C:2]1[CH:10]=[CH:9][C:8]([OH:11])=[CH:7][C:3]=1[C:4]([O:6][CH3:17])=[O:5] |f:2.3|. Reported procedure: 2,5-Dihydroxybenzoic acid, 30 grams (0.195 moles), was heated to reflux with 10 ml conc'd. sulphuric acid in 500 ml methanol for 72 hours. Then it was neutralized with solid sodium bicarbonate and striped in vacuo. The product was extracted with ethyl acetate and the organic extract was dried and stripped in vacuo to give 29.8 grams of methyl 2,5-dihydroxybenzoate of >90% purity. The reactants are CN1CCCC1=O, CCOC(=O)c1ccc(F)cc1, [K+], [K+], O=C([O-])[O-], C1CC2(CCN1)OCCO2, O. The product is CCOC(=O)c1ccc(N2CCC3(CC2)OCCO3)cc1. RXN SMILES: [CH3:30][N:31]1[CH2:32][CH2:33][CH2:34][C:35]1=[O:36].[F:1][c:2]1[cH:3][cH:4][c:5]([C:6](=[O:7])[O:8][CH2:9][CH3:10])[cH:11][cH:12]1.[K+:23].[K+:24].[O-:25][C:26]([O-:27])=[O:28].[O:13]1[CH2:14][CH2:15][O:16][C:17]12[CH2:18][CH2:19][NH:20][CH2:21][CH2:22]2.[OH2:29]>>[c:2]1([N:20]2[CH2:19][CH2:18][C:17]3([O:13][CH2:14][CH2:15][O:16]3)[CH2:22][CH2:21]2)[cH:3][cH:4][c:5]([C:6](=[O:7])[O:8][CH2:9][CH3:10])[cH:11][cH:12]1.